Dataset: the Open Reaction Database (ORD), a public repository of structured organic reaction records. Task: describe an organic reaction: reactants, conditions, products, and yield Reactants: C1(=CC=CC=C1)NC(=O)C=1OC2=C(C1C)C(=CC=C2)OC(=O)OC (N-phenyl-4-methoxycarbonyloxy-3-methylbenzofuran-2-carboxamide), C([O-])([O-])=O.[K+].[K+] (potassium carbonate). Solvent: CO (methanol). Reaction conditions: time 8 hour. Yields the product C1(=CC=CC=C1)NC(=O)C=1OC2=C(C1C)C(=CC=C2)O (N-Phenyl-4-hydroxy-3-methylbenzofuran-2-carboxamide). Yield: 74.8%. As a reaction SMILES: [C:1]1([NH:7][C:8]([C:10]2[O:11][C:12]3[CH:19]=[CH:18][CH:17]=[C:16]([O:20]C(OC)=O)[C:13]=3[C:14]=2[CH3:15])=[O:9])[CH:6]=[CH:5][CH:4]=[CH:3][CH:2]=1.C(=O)([O-])[O-].[K+].[K+]>CO>[C:1]1([NH:7][C:8]([C:10]2[O:11][C:12]3[CH:19]=[CH:18][CH:17]=[C:16]([OH:20])[C:13]=3[C:14]=2[CH3:15])=[O:9])[CH:6]=[CH:5][CH:4]=[CH:3][CH:2]=1 |f:1.2.3|. Reported procedure: A mixture of N-phenyl-4-methoxycarbonyloxy-3-methylbenzofuran-2-carboxamide (328 mg, 1 mmole), methanol (1.5 m) and 10% potassium carbonate solution (1.5 ml) was stirred under argon overnight. After partial neutralization with acetic acid (0.06 ml) and evaporation to about 5 ml, water and ethyl acetate were added. The aqueous layer was extracted a second time with ethyl acetate and then acidified with, hydrochloric acid and extracted again. The combined ethyl acetate extract was washed with satu... The reactants are FC=1C=C(C=CC1)[C@@H]1[C@@H](NC(O1)=O)C ((4S,5R)-5-(3-fluorophenyl)-4-methyl-1,3-oxazolidin-2-one), C[Si](C)(C)[N-][Si](C)(C)C.[Na+] (NaHMDS), BrCC1=C(C=CC(=C1)C(F)(F)F)C=1C=C(C=CC1OC)C1=C(C=C(C=C1)C(=O)OC)C (methyl 2″-(bromomethyl)-4′-methoxy-2-methyl-4″-(trifluoromethyl)-1,1′:3′,1″-terphenyl-4-carboxylate). Run in CC(=O)N(C)C (DMA), CC(=O)N(C)C (DMA). Reaction conditions: time 5 minute. Yields the product FC=1C=C(C=CC1)[C@@H]1[C@@H](N(C(O1)=O)CC1=C(C=CC(=C1)C(F)(F)F)C=1C=C(C=CC1OC)C1=C(C=C(C=C1)C(=O)OC)C)C (methyl 2″-{[(4S,5R)-5-(3-fluorophenyl)-4-methyl-2-oxo-1,3-oxazolidin-3-yl]methyl}-4′-methoxy-2-methyl-4″-(trifluoromethyl)-1,1′:3′,1″-terphenyl-4-carboxylate). RXN SMILES: [F:1][C:2]1[CH:3]=[C:4]([C@H:8]2[O:12][C:11](=[O:13])[NH:10][C@H:9]2[CH3:14])[CH:5]=[CH:6][CH:7]=1.C[Si]([N-][Si](C)(C)C)(C)C.[Na+].Br[CH2:26][C:27]1[CH:32]=[C:31]([C:33]([F:36])([F:35])[F:34])[CH:30]=[CH:29][C:28]=1[C:37]1[CH:38]=[C:39]([C:45]2[CH:50]=[CH:49][C:48]([C:51]([O:53][CH3:54])=[O:52])=[CH:47][C:46]=2[CH3:55])[CH:40]=[CH:41][C:42]=1[O:43][CH3:44]>CC(N(C)C)=O>[F:1][C:2]1[CH:3]=[C:4]([C@H:8]2[O:12][C:11](=[O:13])[N:10]([CH2:26][C:27]3[CH:32]=[C:31]([C:33]([F:35])([F:36])[F:34])[CH:30]=[CH:29][C:28]=3[C:37]3[CH:38]=[C:39]([C:45]4[CH:50]=[CH:49][C:48]([C:51]([O:53][CH3:54])=[O:52])=[CH:47][C:46]=4[CH3:55])[CH:40]=[CH:41][C:42]=3[O:43][CH3:44])[C@H:9]2[CH3:14])[CH:5]=[CH:6][CH:7]=1 |f:1.2|. Reported procedure: To a 0° C. solution of (4S,5R)-5-(3-fluorophenyl)-4-methyl-1,3-oxazolidin-2-one (16.2 mg, 0.0830 mmol) in DMA (1 mL) was added NaHMDS (83 μL, 0.083 mmol). Next, a solution of methyl 2″-(bromomethyl)-4′-methoxy-2-methyl-4″-(trifluoromethyl)-1,1′:3′,1″-terphenyl-4-carboxylate (49 mg, 0.0996 mmol) in DMA (1 mL) was added via cannula. After 5 minutes, the reaction was quenched with saturated NH4Cl solution (10 mL) and diluted with EtOAc (20 ml). The aqueous layer was extracted with EtOAc (20 mL), an... Run at time 17 hour. Reported procedure: Under a nitrogen atmosphere, dicyclohexyl carbodiimide (206 mg, 1.0 mmol) was added to a methylene chloride solution (10 ml) of 2,5-difluorophenylacrylic acid (184 mg, 1 mmol), benzyl alcohol (104 ml, 1 mmol), and N,N-dimethylaminopyridine (36 mg, 0.3 mmol) at room temperature and the resulting mixture was stirred for 17 hours. After concentration of the reaction mixture under reduced pressure, 10 ml of hexane-diethyl ether (4:1) was added to the residue. The precipitate thus formed was filtered... The product is FC1=C(C=C(C=C1)F)C(C(=O)OCC1=CC=CC=C1)=C (Benzyl 2,5-difluorophenylacrylate). As a reaction SMILES: C1(N=C=NC2CCCCC2)CCCCC1.C(Cl)Cl.[F:19][C:20]1[CH:25]=[CH:24][C:23]([F:26])=[CH:22][C:21]=1[C:27](=[CH2:31])[C:28]([OH:30])=[O:29].[CH2:32](O)[C:33]1[CH:38]=[CH:37][CH:36]=[CH:35][CH:34]=1>CCCCCC.C(OCC)C>[F:19][C:20]1[CH:25]=[CH:24][C:23]([F:26])=[CH:22][C:21]=1[C:27](=[CH2:31])[C:28]([O:30][CH2:32][C:33]1[CH:38]=[CH:37][CH:36]=[CH:35][CH:34]=1)=[O:29] |f:4.5|. Solvent: CCCCCC.C(C)OCC (hexane diethyl ether). The reactants are C1(CCCCC1)N=C=NC1CCCCC1 (dicyclohexyl carbodiimide), C(Cl)Cl (methylene chloride), FC1=C(C=C(C=C1)F)C(C(=O)O)=C (2,5-difluorophenylacrylic acid), C(C1=CC=CC=C1)O (benzyl alcohol), N,N-dimethylaminopyridine. Reactants: compound, ClC=1C2=C(N=CN1)C=CC(=N2)Cl (4,6-dichloropyrido-[3,2-d]pyrimidine), SC1=NN(C=C1)C (3-mercapto-1-methylpyrazol), NC1=NC=C(N=C1)C (2-amino-5-methylpyrazine). The product is CC=1N=CC(=NC1)NC=1C2=C(N=CN1)C=CC(=N2)SC2=NN(C=C2)C ((5-Methylpyrazin-2-yl)-6-(1-methylpyrazol-3-yl-sulfanyl)pyrido[3,2-d]pyrimidin-4-yl-amine). Reaction SMILES: [SH:1][C:2]1[CH:6]=[CH:5][N:4]([CH3:7])[N:3]=1.[NH2:8][C:9]1[CH:14]=[N:13][C:12]([CH3:15])=[CH:11][N:10]=1.Cl[C:17]1[C:18]2[N:26]=[C:25](Cl)[CH:24]=[CH:23][C:19]=2[N:20]=[CH:21][N:22]=1>>[CH3:15][C:12]1[N:13]=[CH:14][C:9]([NH:8][C:17]2[C:18]3[N:26]=[C:25]([S:1][C:2]4[CH:6]=[CH:5][N:4]([CH3:7])[N:3]=4)[CH:24]=[CH:23][C:19]=3[N:20]=[CH:21][N:22]=2)=[N:10][CH:11]=1. Procedure: The compound of Example 46 was manufactured by the same method as in Example 31, by a similar method thereto or by a combination of such a method with a conventional method using 3-mercapto-1-methylpyrazol, 2-amino-5-methylpyrazine and 4,6-dichloropyrido-[3,2-d]pyrimidine. The reactants are C1(CCCCC1)C(=O)N(CCN1CCN(CC1)C1=C(C=C(C=C1)N)OC)C1=C(C=CC=C1)OC(F)(F)F (1-[N-cyclohexylcarbonyl-N-(2-trifluoromethoxyphenyl)-2-aminoethyl]-4-(4-amino-2-methoxyphenyl)piperazine), NC1=C(C=CC=C1)N(CCN1CCN(CC1)C1=C(C=CC=C1)OC)C(=O)C1CCCCC1 (1-[N-(2-aminophenyl)-N-cyclohexylcarbonyl-2-aminoethyl]-4-(2-methoxyphenyl) piperazine). Reaction conditions: time 20 hour. Product: C1(CCCCC1)C(=O)N(CCN1CCN(CC1)C1=C(C=C(C=C1)NC(C)=O)OC)C1=C(C=CC=C1)OC(F)(F)F (1-[N-cyclohexylcarbonyl-N-(2-trifluoromethoxyphenyl)-2-aminoethyl]-4-(4-acetylamino-2-methoxyphenyl)piperazine). As a reaction SMILES: [CH:1]1([C:7]([N:9]([C:27]2[CH:32]=[CH:31][CH:30]=[CH:29][C:28]=2[O:33][C:34]([F:37])([F:36])[F:35])[CH2:10][CH2:11][N:12]2[CH2:17][CH2:16][N:15]([C:18]3[CH:23]=[CH:22][C:21]([NH2:24])=[CH:20][C:19]=3[O:25][CH3:26])[CH2:14][CH2:13]2)=[O:8])[CH2:6][CH2:5][CH2:4][CH2:3][CH2:2]1.NC1C=CC=CC=1N(C(C1CCCCC1)=O)CCN1CCN([C:54]2C=CC=C[C:55]=2[O:60]C)CC1>>[CH:1]1([C:7]([N:9]([C:27]2[CH:32]=[CH:31][CH:30]=[CH:29][C:28]=2[O:33][C:34]([F:36])([F:37])[F:35])[CH2:10][CH2:11][N:12]2[CH2:13][CH2:14][N:15]([C:18]3[CH:23]=[CH:22][C:21]([NH:24][C:55](=[O:60])[CH3:54])=[CH:20][C:19]=3[O:25][CH3:26])[CH2:16][CH2:17]2)=[O:8])[CH2:6][CH2:5][CH2:4][CH2:3][CH2:2]1. Reported procedure: The title compound was synthesized according to the procedure reported in example 28 but substituting the compound of example 56 for the compound of example 27 and stirring for 20 h. The residue was purified by flash chromatography (CHCl3-2 N methanolic NH3 100:3) affording the title compound as a vitreous pink solid. Yield: 77%. Run in COCCOC (glycol dimethyl ether). Starting materials: ClCC(=O)N(C1=C(C=CC=C1CC)C)CCl (2-chloro-2'-methyl-6'-ethyl-N-chloromethyl acetanilide), ClC=1C(=NNC1C)C (4-chloro-3,5-dimethylpyrazole). Reaction SMILES: [Cl:1][CH2:2][C:3]([N:5]([CH2:15]Cl)[C:6]1[C:11]([CH2:12][CH3:13])=[CH:10][CH:9]=[CH:8][C:7]=1[CH3:14])=[O:4].[Cl:17][C:18]1[C:19]([CH3:24])=[N:20][NH:21][C:22]=1[CH3:23]>COCCOC>[Cl:1][CH2:2][C:3]([N:5]([CH2:15][N:20]1[C:19]([CH3:24])=[C:18]([Cl:17])[C:22]([CH3:23])=[N:21]1)[C:6]1[C:11]([CH2:12][CH3:13])=[CH:10][CH:9]=[CH:8][C:7]=1[CH3:14])=[O:4]. Run at temperature 0 celsius. Yields the product 20.4, ClCC(=O)N(C1=C(C=CC=C1CC)C)CN1N=C(C(=C1C)Cl)C (2-chloro-2'-methyl-6'-ethyl-N-(4-chloro-3,5-dimethylpyrazol-1-yl-methyl)-acetanilide). Procedure details: 21.4 parts by weight of 2-chloro-2'-methyl-6'-ethyl-N-chloromethyl acetanilide and 20.2 parts by weight of 4-chloro-3,5-dimethylpyrazole are refluxed for 10 hours in 100 parts by volume of glycol dimethyl ether. After cooling the mixture to 0° C., it is filtered, and the filtrate, concentrated to 23.8 parts by weight, is filtered with 600 parts by volume of chloroform through 50 parts by weight of silica gel. From the concentrated chloroform filtrate there is isolated 20.4 parts by weight of 2-c... Starting materials: ClCc1ccc(OCc2ccccc2)nc1, CN(C)C=O, [H-], [Na+], Nc1ncccc1-c1cn[nH]c1. Product: Nc1ncccc1-c1cnn(Cc2ccc(OCc3ccccc3)nc2)c1. RXN SMILES: [CH2:15]([c:16]1[cH:17][cH:18][cH:19][cH:20][cH:21]1)[O:22][c:23]1[n:24][cH:25][c:26]([CH2:29][Cl:30])[cH:27][cH:28]1.[CH3:31][N:32]([CH3:33])[CH:34]=[O:35].[H-:13].[Na+:14].[nH:1]1[n:2][cH:3][c:4](-[c:6]2[c:7]([NH2:12])[n:8][cH:9][cH:10][cH:11]2)[cH:5]1>>[n:1]1([CH2:29][c:26]2[cH:25][n:24][c:23]([O:22][CH2:15][c:16]3[cH:17][cH:18][cH:19][cH:20][cH:21]3)[cH:28][cH:27]2)[n:2][cH:3][c:4](-[c:6]2[c:7]([NH2:12])[n:8][cH:9][cH:10][cH:11]2)[cH:5]1. Starting materials: C(=O)(O)C1=NN(C(=C1)OCC(=O)OCC)C (ethyl (3-carboxy-1-methylpyrazol-5-yl)oxyacetate), CCN=C=NCCCN(C)C (EDCI), C(C(C)C)N1C(=O)N(C(=O)C(=C1N)N)CC(C)C (1,3-diisobutyl-5,6-diaminouracil). Solvent: CO (methanol), CO (methanol). Reaction conditions: time 2 hour. Product: C(C(C)C)N1C(=O)N(C=2N=C(NC2C1=O)C1=NN(C(=C1)OCC(=O)O)C)CC(C)C (2-[3-(1,3-diisobutyl-xanthin-8-yl)-1-methylpyrazol-5-yloxy]acetic acid). As a reaction SMILES: [C:1]([C:4]1[CH:8]=[C:7]([O:9][CH2:10][C:11]([O:13]CC)=[O:12])[N:6]([CH3:16])[N:5]=1)(O)=O.CCN=C=NCCCN(C)C.[CH2:28]([N:32]1[C:39]([NH2:40])=[C:38]([NH2:41])[C:36](=[O:37])[N:35]([CH2:42][CH:43]([CH3:45])[CH3:44])[C:33]1=[O:34])[CH:29]([CH3:31])[CH3:30]>CO>[CH2:42]([N:35]1[C:36](=[O:37])[C:38]2[NH:41][C:1]([C:4]3[CH:8]=[C:7]([O:9][CH2:10][C:11]([OH:13])=[O:12])[N:6]([CH3:16])[N:5]=3)=[N:40][C:39]=2[N:32]([CH2:28][CH:29]([CH3:31])[CH3:30])[C:33]1=[O:34])[CH:43]([CH3:45])[CH3:44]. Reported procedure: To a solution of ethyl (3-carboxy-1-methylpyrazol-5-yl)oxyacetate (0.5 mmol) and EDCI (0.5 mmol) in methanol (20 mL) was added a solution of 1,3-diisobutyl-5,6-diaminouracil (0.5 mmol), dissolved in methanol (20 mL). The mixture was stirred at room temperature for two hours, the solvent was then removed in vacuo, water added, and the solid that formed was collected by filtration and washed with additional cold water. The intermediate amide was heated in 20 mL of 2.5 N NaOH at 70° C. for 30 minut...